Task: describe an organic reaction: reactants, conditions, products, and yield. Dataset: the Open Reaction Database (ORD), a public repository of structured organic reaction records Starting materials: FC=1C=C(C=CC1N1C=NC(=C1)C)NC(=S)N ([3-fluoro-4-(4-methyl-imidazol-1-yl)-phenyl]-thiourea), BrC1CCCC(C1=O)C1=C(C=CC=C1)Cl (6-bromo-2-(2-chloro-phenyl)-cyclohexanone). Procedure details: The title compound was prepared from [3-fluoro-4-(4-methyl-imidazol-1-yl)-phenyl]-thiourea (45 mg, 0.18 mmol) and 6-bromo-2-(2-chloro-phenyl)-cyclohexanone (145 mg, ca. 0.5 mmol) using in analogous manner the procedure described in example 1b). Obtained as a light-brown solid (68 mg, 76%). MS ISP (m/e): 439.1 [(M+H)+]. mp 204-206° C. Yields the product ClC1=C(C=CC=C1)C1CCCC2=C1N=C(S2)NC2=CC(=C(C=C2)N2C=NC(=C2)C)F ([4-(2-Chloro-phenyl)-4,5,6,7-tetrahydro-benzothiazol-2-yl]-[3-fluoro-4-(4-methyl-imidazol-1-yl)-phenyl]-amine), solid. Yield: 76.0%. Reaction SMILES: [F:1][C:2]1[CH:3]=[C:4]([NH:14][C:15]([NH2:17])=[S:16])[CH:5]=[CH:6][C:7]=1[N:8]1[CH:12]=[C:11]([CH3:13])[N:10]=[CH:9]1.Br[CH:19]1[C:24](=O)[CH:23]([C:26]2[CH:31]=[CH:30][CH:29]=[CH:28][C:27]=2[Cl:32])[CH2:22][CH2:21][CH2:20]1>>[Cl:32][C:27]1[CH:28]=[CH:29][CH:30]=[CH:31][C:26]=1[CH:23]1[C:22]2[N:17]=[C:15]([NH:14][C:4]3[CH:5]=[CH:6][C:7]([N:8]4[CH:12]=[C:11]([CH3:13])[N:10]=[CH:9]4)=[C:2]([F:1])[CH:3]=3)[S:16][C:21]=2[CH2:20][CH2:19][CH2:24]1. Reactants: Cc1nc2ccc(OCC3CO3)cc2s1, CC1CN(C(=O)OC(C)(C)C)CCN1, CCO. Yields the product Cc1nc2ccc(OCC(O)CN3CCN(C(=O)OC(C)(C)C)CC3C)cc2s1. Reaction SMILES: [CH3:15][c:16]1[s:17][c:18]2[c:19]([n:20]1)[cH:21][cH:22][c:23]([O:25][CH2:26][CH:27]1[O:28][CH2:29]1)[cH:24]2.[CH3:1][CH:2]1[CH2:3][N:4]([C:8](=[O:9])[O:10][C:11]([CH3:12])([CH3:13])[CH3:14])[CH2:5][CH2:6][NH:7]1.[CH3:30][CH2:31][OH:32]>>[CH3:1][CH:2]1[CH2:3][N:4]([C:8](=[O:9])[O:10][C:11]([CH3:12])([CH3:13])[CH3:14])[CH2:5][CH2:6][N:7]1[CH2:29][CH:27]([CH2:26][O:25][c:23]1[cH:22][cH:21][c:19]2[c:18]([s:17][c:16]([CH3:15])[n:20]2)[cH:24]1)[OH:28]. Reactants: aqueous solution, C([O-])([O-])=O.[K+].[K+] (potassium carbonate), BrC1=C(C=C(N)C=C1)Cl (4-bromo-3-chloro aniline), C(C)(=O)OCC (ethyl acetate), CC1(OB(OC1(C)C)C1=CCC2(OCCO2)CC1)C (8-(4,4,5,5-tetramethyl-1,3,2-dioxaborolan-2-yl)-1,4-dioxaspiro[4.5]dec-7-ene). The reagents and catalysts are [Pd].C1(=CC=CC=C1)P(C1=CC=CC=C1)C1=CC=CC=C1.C1(=CC=CC=C1)P(C1=CC=CC=C1)C1=CC=CC=C1.C1(=CC=CC=C1)P(C1=CC=CC=C1)C1=CC=CC=C1.C1(=CC=CC=C1)P(C1=CC=CC=C1)C1=CC=CC=C1 (tetrakis(triphenylphosphine) palladium(0)). The solvent is C(OC)COC (dimethoxyethane). Conditions: temperature 80 celsius. The product is ClC=1C=C(N)C=CC1C1=CCC2(OCCO2)CC1 (3-Chloro-4-(1,4-dioxaspiro[4.5]dec-7-en-8-yl)aniline). Yield: 62.1%. Reaction SMILES: C(=O)([O-])[O-].[K+].[K+].CC1(C)C(C)(C)OB([C:15]2[CH2:24][CH2:23][C:18]3([O:22][CH2:21][CH2:20][O:19]3)[CH2:17][CH:16]=2)O1.Br[C:27]1[CH:33]=[CH:32][C:30]([NH2:31])=[CH:29][C:28]=1[Cl:34].C(OCC)(=O)C>C(COC)OC.[Pd].C1(P(C2C=CC=CC=2)C2C=CC=CC=2)C=CC=CC=1.C1(P(C2C=CC=CC=2)C2C=CC=CC=2)C=CC=CC=1.C1(P(C2C=CC=CC=2)C2C=CC=CC=2)C=CC=CC=1.C1(P(C2C=CC=CC=2)C2C=CC=CC=2)C=CC=CC=1>[Cl:34][C:28]1[CH:29]=[C:30]([CH:32]=[CH:33][C:27]=1[C:15]1[CH2:24][CH2:23][C:18]2([O:19][CH2:20][CH2:21][O:22]2)[CH2:17][CH:16]=1)[NH2:31] |f:0.1.2,7.8.9.10.11|. Procedure: A 2N aqueous solution of potassium carbonate (26.5 mL) and tetrakis(triphenylphosphine) palladium(0) (1.23 g, 1.06 mmol) were added sequentially, each in one portion, to a stirred solution of 8-(4,4,5,5-tetramethyl-1,3,2-dioxaborolan-2-yl)-1,4-dioxaspiro[4.5]dec-7-ene (Intermediate 78ii, 5.65 g, 21.2 mmol) and 4-bromo-3-chloro aniline (4.39 g, 21.2 mmol) in dimethoxyethane (80 mL) at room temperature under an argon atmosphere. The reaction mixture was then heated at 80° C. for 24 h under an argo... The reactants are resultant mixture, C(C1=CC=CC=C1)OC1=C(C=C(C=C1)C(CCC(C)C)O)OC (1-(4'benzyloxy-3'-methoxyphenyl)-4-methylpentanol), C(C)(C)O (isopropyl alcohol), CC(=O)C.OS(=O)(=O)O.O=[Cr](=O)=O (Jones reagent). The solvent is CC(=O)C (acetone). Product: C(C1=CC=CC=C1)OC1=C(C=C(C=C1)C(CCC(C)C)=O)OC (4'-benzyloxy-3'-methoxy-4-methylvalerophenone). Yield: 82.4%. Reaction SMILES: [CH2:1]([O:8][C:9]1[CH:14]=[CH:13][C:12]([CH:15]([OH:21])[CH2:16][CH2:17][CH:18]([CH3:20])[CH3:19])=[CH:11][C:10]=1[O:22][CH3:23])[C:2]1[CH:7]=[CH:6][CH:5]=[CH:4][CH:3]=1.CC(C)=O.OS(O)(=O)=O.O=[Cr](=O)=O.C(O)(C)C>CC(C)=O>[CH2:1]([O:8][C:9]1[CH:14]=[CH:13][C:12]([C:15](=[O:21])[CH2:16][CH2:17][CH:18]([CH3:20])[CH3:19])=[CH:11][C:10]=1[O:22][CH3:23])[C:2]1[CH:3]=[CH:4][CH:5]=[CH:6][CH:7]=1 |f:1.2.3|. Reported procedure: The previously obtained 63.0 g of 1-(4'benzyloxy-3'-methoxyphenyl)-4-methylpentanol was dissolved in 310 ml of acetone. To this mixture, Jones reagent was added dropwise at 0° to 10° C. while cooling in an ice bath. After the completion of dropping, 50 ml of isopropyl alcohol was added to the solution and the resultant mixture was stirred at room temperature until the solution turned to green. Subsequently, the reaction solution was extracted with 400 ml of dichloromethane three times. The extra...